Dataset: the Open Reaction Database (ORD), a public repository of structured organic reaction records. Task: describe an organic reaction: reactants, conditions, products, and yield Reactants: CC(C)(O)c1ccc2c(c1)C(=CCCBr)c1cccnc1CO2, O=C([O-])[O-], CC#N, COC(=O)CCN(Cc1ccc(Cl)cc1)C1CCNC1, [K+], [K+], O. The product is COC(=O)CCN(Cc1ccc(Cl)cc1)C1CCN(CCC=C2c3cc(C(C)(C)O)ccc3OCc3ncccc32)C1. RXN SMILES: [Br:27][CH2:28][CH2:29][CH:30]=[C:31]1[c:32]2[c:33]([cH:42][cH:43][c:44]([C:46]([CH3:47])([CH3:48])[OH:49])[cH:45]2)[O:34][CH2:35][c:36]2[c:37]1[cH:38][cH:39][cH:40][n:41]2.[C:21](=[O:22])([O-:23])[O-:24].[C:51](#[N:52])[CH3:53].[CH3:1][O:2][C:3]([CH2:4][CH2:5][N:6]([CH:7]1[CH2:8][NH:9][CH2:10][CH2:11]1)[CH2:12][c:13]1[cH:14][cH:15][c:16]([Cl:19])[cH:17][cH:18]1)=[O:20].[K+:25].[K+:26].[OH2:50]>>[CH3:1][O:2][C:3]([CH2:4][CH2:5][N:6]([CH:7]1[CH2:8][N:9]([CH2:28][CH2:29][CH:30]=[C:31]2[c:32]3[c:33]([cH:42][cH:43][c:44]([C:46]([CH3:47])([CH3:48])[OH:49])[cH:45]3)[O:34][CH2:35][c:36]3[c:37]2[cH:38][cH:39][cH:40][n:41]3)[CH2:10][CH2:11]1)[CH2:12][c:13]1[cH:14][cH:15][c:16]([Cl:19])[cH:17][cH:18]1)=[O:20]. Reactants: solid, BrC1=CC(=CC=2C=C3N(C12)CCCNC3=O)C#N (7-bromo-1-oxo-2,3,4,5-tetrahydro-[1,4]diazepino[1,2-a]indole-9-carbonitrile), BrC1=CC(=CC=2C=C3N(C12)CCCNC3=O)C#N (7-bromo-1-oxo-2,3,4,5-tetrahydro-[1,4]diazepino[1,2-a]indole-9-carbonitrile), FC1=C(C=C(C=C1)B(O)O)C (4-fluoro-3-methyl-phenylboronic acid). Yields the product FC1=C(C=C(C=C1)C1=CC(=CC=2C=C3N(C12)CCCNC3=O)C#N)C (7-(4-Fluoro-3-methylphenyl)-1-oxo-2,3,4,5-tetrahydro-[1,4]diazepino[1,2-a]indole-9-carbonitrile). RXN SMILES: Br[C:2]1[C:10]2[N:9]3[CH2:11][CH2:12][CH2:13][NH:14][C:15](=[O:16])[C:8]3=[CH:7][C:6]=2[CH:5]=[C:4]([C:17]#[N:18])[CH:3]=1.[F:19][C:20]1[CH:25]=[CH:24][C:23](B(O)O)=[CH:22][C:21]=1[CH3:29]>>[F:19][C:20]1[CH:25]=[CH:24][C:23]([C:2]2[C:10]3[N:9]4[CH2:11][CH2:12][CH2:13][NH:14][C:15](=[O:16])[C:8]4=[CH:7][C:6]=3[CH:5]=[C:4]([C:17]#[N:18])[CH:3]=2)=[CH:22][C:21]=1[CH3:29]. Procedure: The title compound, white solid (76 mg, 91%), MS (ISP) m/z=334.5 [(M+H)+], mp 223.5° C., was prepared in accordance with the general method of example 1 from 7-bromo-1-oxo-2,3,4,5-tetrahydro-[1,4]diazepino[1,2-a]indole-9-carbonitrile (intermediate 20) (76.0 mg, 0.25 mmol) and commercially available 4-fluoro-3-methyl-phenylboronic acid (50.0 mg, 0.325 mmol).